From a dataset of the Open Reaction Database (ORD), a public repository of structured organic reaction records. describe an organic reaction: reactants, conditions, products, and yield Starting materials: CCN, Cc1ccc(C(=O)NC2CC2)cc1-n1ccnc(NC(C)(C)c2ccccc2OCCCl)c1=O, O. The product is CCNCCOc1ccccc1C(C)(C)Nc1nccn(-c2cc(C(=O)NC3CC3)ccc2C)c1=O. Reaction SMILES: [CH3:35][CH2:36][NH2:37].[Cl:1][CH2:2][CH2:3][O:4][c:5]1[c:6]([C:11]([CH3:12])([CH3:13])[NH:14][c:15]2[c:16](=[O:34])[n:17](-[c:21]3[cH:22][c:23]([C:24](=[O:25])[NH:26][CH:27]4[CH2:28][CH2:29]4)[cH:30][cH:31][c:32]3[CH3:33])[cH:18][cH:19][n:20]2)[cH:7][cH:8][cH:9][cH:10]1.[OH2:38]>>[CH2:2]([CH2:3][O:4][c:5]1[c:6]([C:11]([CH3:12])([CH3:13])[NH:14][c:15]2[c:16](=[O:34])[n:17](-[c:21]3[cH:22][c:23]([C:24](=[O:25])[NH:26][CH:27]4[CH2:28][CH2:29]4)[cH:30][cH:31][c:32]3[CH3:33])[cH:18][cH:19][n:20]2)[cH:7][cH:8][cH:9][cH:10]1)[NH:37][CH2:36][CH3:35]. Reactants: ClC1=NN=C(C2=CC(=CC=C12)OC)CCCCC1=CC=CC=C1 (1-chloro-6-methoxy-4-(4-phenyl-butyl)phthalazine), ClC=1C=NC=C(C1C)Cl (3,5-dichloro-4-methyl-pyridine), oil. Run in CN(C)C=O (DMF), CN(C)C=O (DMF), [H-].[Na+] (NaH). The product is ClC=1C=NC=C(C1CC1=NN=C(C2=CC(=CC=C12)OC)CCCCC1=CC=CC=C1)Cl (1-(3,5-Dichloro-pyridin-4-ylmethyl)-6-methoxy-4-(4-phenyl-butyl)-phthalazine), solid. Yield: 21.0%. Reaction SMILES: [Cl:1][C:2]1[CH:3]=[N:4][CH:5]=[C:6]([Cl:9])[C:7]=1[CH3:8].Cl[C:11]1[C:20]2[C:15](=[CH:16][C:17]([O:21][CH3:22])=[CH:18][CH:19]=2)[C:14]([CH2:23][CH2:24][CH2:25][CH2:26][C:27]2[CH:32]=[CH:31][CH:30]=[CH:29][CH:28]=2)=[N:13][N:12]=1>CN(C=O)C.[H-].[Na+]>[Cl:1][C:2]1[CH:3]=[N:4][CH:5]=[C:6]([Cl:9])[C:7]=1[CH2:8][C:11]1[C:20]2[C:15](=[CH:16][C:17]([O:21][CH3:22])=[CH:18][CH:19]=2)[C:14]([CH2:23][CH2:24][CH2:25][CH2:26][C:27]2[CH:28]=[CH:29][CH:30]=[CH:31][CH:32]=2)=[N:13][N:12]=1 |f:3.4|. Reported procedure: Operating substantially as described in example 5 starting from 3,5-dichloro-4-methyl-pyridine (0.23 g, 1.4 mmoles) in dry DMF (10 ml), 55% NaH in oil (0.061 g, 1.4 mmoles) and 1-chloro-6-methoxy-4-(4-phenyl-butyl)phthalazine (0.23 g, 0.7 mmole), prepared as described in example 20, in DMF (5 ml), 0.082 g of the title compound were obtained in form of amorphous hygroscopic solid (yield: 21%). The reactants are O (Water), C(C)(C)(C)OC(=O)N(C1=CC=C(C=C1)CCOS(=O)(=O)C1=CC=C(C=C1)C)C (2-[4-{tert-Butoxycarbonyl(methyl)amino}phenyl]ethyl-4-methylbenzenesulfonate), COC(C(CC1=CC=C(C=C1)O)OCCOC)=O (3-(4-hydroxyphenyl)-2-(2-methoxyethoxy)propanoic acid methyl ester), C([O-])([O-])=O.[K+].[K+] (potassium carbonate). Run in C(C)#N (acetonitrile). Product: COC(C(CC1=CC=C(C=C1)OCCC1=CC=C(C=C1)NC(=O)OC(C)(C)C)OCCOC)=O (3-[4-(2-(4-tert-butoxycarbonylaminophenyl}ethoxy)phenyl]-2-(2-methoxyethoxy)propanoic acid methyl ester). Yield: 57.0%. As a reaction SMILES: [C:1]([O:5][C:6]([N:8](C)[C:9]1[CH:14]=[CH:13][C:12]([CH2:15][CH2:16][O:17]S(C2C=CC(C)=CC=2)(=O)=O)=[CH:11][CH:10]=1)=[O:7])([CH3:4])([CH3:3])[CH3:2].[CH3:29][O:30][C:31](=[O:46])[CH:32]([O:41][CH2:42][CH2:43][O:44][CH3:45])[CH2:33][C:34]1[CH:39]=[CH:38][C:37](O)=[CH:36][CH:35]=1.C(=O)([O-])[O-].[K+].[K+].O>C(#N)C>[CH3:29][O:30][C:31](=[O:46])[CH:32]([O:41][CH2:42][CH2:43][O:44][CH3:45])[CH2:33][C:34]1[CH:35]=[CH:36][C:37]([O:17][CH2:16][CH2:15][C:12]2[CH:11]=[CH:10][C:9]([NH:8][C:6]([O:5][C:1]([CH3:2])([CH3:3])[CH3:4])=[O:7])=[CH:14][CH:13]=2)=[CH:38][CH:39]=1 |f:2.3.4|. Reported procedure: 2-[4-{tert-Butoxycarbonyl(methyl)amino}phenyl]ethyl-4-methylbenzenesulfonate (described in Example 40a) (0.50 g; 1.26 mmole), 3-(4-hydroxyphenyl)-2-(2-methoxyethoxy)propanoic acid methyl ester(0.32 g; 1.26 mmole) and potassium carbonate (0.35 g; 2.64 mmole) were mixed in acetonitrile (20 ml) and refluxed over night. Water was added, acetonitrile evaporated and the residue extracted three times with ethyl acetate. The organic phase was dried with magnesium sulfate and evaporated. Purification of ...